This data is from the Open Reaction Database (ORD), a public repository of structured organic reaction records. The task is: describe an organic reaction: reactants, conditions, products, and yield Reactants: CC1=CC=C(C=C1)S (4-methylthiophenol), ClC(C(=O)OCC)Cl (ethyl dichloroacetate), [Na] (Sodium). The solvent is CO (methanol), C(C)OCC (diethyl ether), CO (methanol), CO (methanol). Conditions: temperature 20 celsius, time 1 hour. Yields the product CC1=CC=C(SC(C(=O)OCC)SC2=CC=C(C=C2)C)C=C1 (Ethyl 2,2-bis(4-methylthiophenoxy)acetate). Isolated yield 68.0%. Reaction SMILES: [Na].[CH3:2][C:3]1[CH:8]=[CH:7][C:6]([SH:9])=[CH:5][CH:4]=1.Cl[CH:11](Cl)[C:12]([O:14][CH2:15][CH3:16])=[O:13]>CO.C(OCC)C>[CH3:2][C:3]1[CH:8]=[CH:7][C:6]([S:9][CH:11]([S:9][C:6]2[CH:7]=[CH:8][C:3]([CH3:2])=[CH:4][CH:5]=2)[C:12]([O:14][CH2:15][CH3:16])=[O:13])=[CH:5][CH:4]=1 |^1:0|. Reported procedure: Sodium (3.54 g) is dissolved in methanol (140 cc) and a solution of 4-methylthiophenol (21.8 g) in methanol (25 cc) is added. The mixture is stirred for 1 hour at 20° C. and a solution of ethyl dichloroacetate (12.5 g) in methanol (30 cc) is then added. The mixture is allowed to cool, the white precipitate obtained is filtered off, and the filtrate is concentrated to dryness under reduced pressure (20 mmHg) at 40° C. The oil obtained is taken up in diethyl ether (250 cc) and washed four times wi... Starting materials: C(=O)C=1C=C(C(=O)OC)C=CC1 (methyl 3-formylbenzoate), [Cl-].C1(=CC=CC=C1)[P+](CC1=NC=CC=C1)(C1=CC=CC=C1)C1=CC=CC=C1 (triphenyl 2-pyridylmethyl phosphonium chloride), solution, C(CCC)[Li] (n-butyl lithium). Solvent: O1CCCC1 (tetrahydrofuran). Yields the product N1=C(C=CC=C1)/C=C/C=1C=C(C(=O)OC)C=CC1 (methyl 3-(pyrid-2-yl-trans-ethenyl)benzoate). Yield: 45.4%. RXN SMILES: [CH:1]([C:3]1[CH:4]=[C:5]([CH:10]=[CH:11][CH:12]=1)[C:6]([O:8][CH3:9])=[O:7])=O.[Cl-].C1([P+](C2C=CC=CC=2)(C2C=CC=CC=2)[CH2:21][C:22]2[CH:27]=[CH:26][CH:25]=[CH:24][N:23]=2)C=CC=CC=1.C([Li])CCC>O1CCCC1>[N:23]1[CH:24]=[CH:25][CH:26]=[CH:27][C:22]=1/[CH:21]=[CH:1]/[C:3]1[CH:4]=[C:5]([CH:10]=[CH:11][CH:12]=1)[C:6]([O:8][CH3:9])=[O:7] |f:1.2|. Procedure details: Using the procedure of Preparation H1, 750 mg of methyl 3-formylbenzoate, 2.14 g of triphenyl 2-pyridylmethyl phosphonium chloride and 2.0 ml of a 2.5M solution of n-butyl lithium in 30 ml of dry tetrahydrofuran gave 496 mg of the titled product. Starting materials: CC(C)(C)[Si](O[C@H]1[C@@H](O[C@@H]([C@H]1O[Si](C)(C)C(C)(C)C)CO[Si](C)(C)C(C)(C)C)N1C(=O)NC(=O)C=C1)(C)C (2',3',5'-tris-O-((1,1-dimethylethyl)dimethylsilyl)uridine), C(C)N1C2=CC=CC=C2C=2C=C(C=CC12)C=O (9-ethyl-3-carbazolecarboxaldehyde). Yields the product C(C)N1C2=CC=CC=C2C=2C=C(C=CC12)C(C=1C(NC(N([C@H]2[C@H](O[Si](C)(C)C(C)(C)C)[C@H](O[Si](C)(C)C(C)(C)C)[C@@H](CO[Si](C)(C)C(C)(C)C)O2)C1)=O)=O)O (5-((9-Ethylcarbazol-3-yl)hydroxymethyl)-2',3',5'-tris-O-((1,1-dimethylethyl)dimethylsilyl)uridine). As a reaction SMILES: [CH3:1][C:2]([Si:5]([CH3:38])([CH3:37])[O:6][C@@H:7]1[C@H:11]([O:12][Si:13]([C:16]([CH3:19])([CH3:18])[CH3:17])([CH3:15])[CH3:14])[C@@H:10]([CH2:20][O:21][Si:22]([C:25]([CH3:28])([CH3:27])[CH3:26])([CH3:24])[CH3:23])[O:9][C@H:8]1[N:29]1[CH:36]=[CH:35][C:33](=[O:34])[NH:32][C:30]1=[O:31])([CH3:4])[CH3:3].[CH2:39]([N:41]1[C:53]2[CH:52]=[CH:51][C:50]([CH:54]=[O:55])=[CH:49][C:48]=2[C:47]2[C:42]1=[CH:43][CH:44]=[CH:45][CH:46]=2)[CH3:40]>>[CH2:39]([N:41]1[C:53]2[CH:52]=[CH:51][C:50]([CH:54]([OH:55])[C:35]3[C:33](=[O:34])[NH:32][C:30](=[O:31])[N:29]([CH:36]=3)[C@@H:8]3[O:9][C@H:10]([CH2:20][O:21][Si:22]([C:25]([CH3:26])([CH3:27])[CH3:28])([CH3:23])[CH3:24])[C@@H:11]([O:12][Si:13]([C:16]([CH3:17])([CH3:18])[CH3:19])([CH3:14])[CH3:15])[C@H:7]3[O:6][Si:5]([C:2]([CH3:1])([CH3:3])[CH3:4])([CH3:38])[CH3:37])=[CH:49][C:48]=2[C:47]2[C:42]1=[CH:43][CH:44]=[CH:45][CH:46]=2)[CH3:40]. Procedure details: 5-((9-Ethylcarbazol-3-yl)hydroxymethyl)-2',3',5'-tris-O-((1,1-dimethylethyl)dimethylsilyl)uridine was prepared from 2',3',5'-tris-O-((1,1-dimethylethyl)dimethylsilyl)uridine according to the method of Example 1 step (i) (using 9-ethyl-3-carbazolecarboxaldehyde instead of benzophenone) as a yellow foam. Reactants: C1=CCCCC1, CCO, Cc1c([N+](=O)[O-])ccc(Cl)c1[N+](=O)[O-]. Yields the product Cc1c(N)ccc(Cl)c1[N+](=O)[O-]. As a reaction SMILES: [CH2:15]1[CH2:16][CH:17]=[CH:18][CH2:19][CH2:20]1.[CH3:21][CH2:22][OH:23].[Cl:1][c:2]1[c:3]([N+:12](=[O:13])[O-:14])[c:4]([CH3:11])[c:5]([N+:8]([O-:9])=[O:10])[cH:6][cH:7]1>>[Cl:1][c:2]1[c:3]([N+:12](=[O:13])[O-:14])[c:4]([CH3:11])[c:5]([NH2:8])[cH:6][cH:7]1. Starting materials: OCc1ccc(F)c(Br)c1, Cc1ccccc1, O, BrP(Br)Br. The product is Fc1ccc(CBr)cc1Br. As a reaction SMILES: [Br:1][c:2]1[cH:3][c:4]([CH2:5][OH:6])[cH:7][cH:8][c:9]1[F:10].[CH3:16][c:17]1[cH:18][cH:19][cH:20][cH:21][cH:22]1.[OH2:15].[P:11]([Br:12])([Br:13])[Br:14]>>[Br:1][c:2]1[cH:3][c:4]([CH2:5][Br:12])[cH:7][cH:8][c:9]1[F:10]. Reactants: C(C)(=O)N(C1=C(C(=NN1C(CCN1C(C=2C(C1=O)=CC=CC2)=O)=NOS(=O)(=O)C2=CC=C(C)C=C2)C)Cl)C(C)=O (5-bisacetylamino-4-chloro-3-methyl-1-(3-phthalimido-O-tosyl-propanehydroximoyl)pyrazole), [OH-].[Na+] (sodium hydroxide). Solvent: CO (methanol). The product is C(=O)(O)C1=C(C(=O)NCCC2N3C(N=N2)=C(C(=N3)C)Cl)C=CC=C1 (3-[2-[2-carboxy-benzamido)ethyl]-7-chloro-6-methyl-pyrazolo[5,1-c][1,2,4]triazole). Isolated yield 49.0%. As a reaction SMILES: C([N:4](C(=O)C)[C:5]1[N:9]([C:10](=[N:24]OS(C2C=CC(C)=CC=2)(=O)=O)[CH2:11][CH2:12][N:13]2[C:17](=[O:18])[C:16]3=[CH:19][CH:20]=[CH:21][CH:22]=[C:15]3[C:14]2=[O:23])[N:8]=[C:7]([CH3:36])[C:6]=1[Cl:37])(=O)C.[OH-:41].[Na+]>CO>[C:14]([C:15]1[CH:22]=[CH:21][CH:20]=[CH:19][C:16]=1[C:17]([NH:13][CH2:12][CH2:11][CH:10]1[N:24]=[N:4][C:5]2=[C:6]([Cl:37])[C:7]([CH3:36])=[N:8][N:9]12)=[O:18])([OH:41])=[O:23] |f:1.2|. Procedure: 380 mg (0.65 mmol) of 5-bisacetylamino-4-chloro-3-methyl-1-(3-phthalimido-O-tosyl-propanehydroximoyl)pyrazole, mixed with 15 ml methanol and 15 ml of 2N sodium hydroxide solution, are heated under reflux for 10 minutes. The solution is then filtered, neutralised and freed of methanol under vacuum. The crystals which precipitate from the aqueous solution are separated off and washed with water. They may be recrystallised from a 1:1 water/ethanol mixture. 110 mg (49%) of 3-[2-[2-carboxy-benzamido)... The product is COc1cc2c(=O)n(COC(=O)C(C)(C)C)cnc2cc1OCCCBr. Reactants: OCCCBr, ClCCl, CCOC(=O)N=NC(=O)OCC, COc1cc2c(=O)n(COC(=O)C(C)(C)C)cnc2cc1O, c1ccc(P(c2ccccc2)c2ccccc2)cc1. As a reaction SMILES: [Br:35][CH2:36][CH2:37][CH2:38][OH:39].[CH2:59]([Cl:60])[Cl:61].[O:1]=[C:2]([O:3][CH2:4][CH3:5])[N:6]=[N:7][C:8]([O:9][CH2:10][CH3:11])=[O:12].[OH:13][c:14]1[c:15]([O:33][CH3:34])[cH:16][c:17]2[c:18](=[O:32])[n:19]([CH2:24][O:25][C:26]([C:27]([CH3:28])([CH3:29])[CH3:30])=[O:31])[cH:20][n:21][c:22]2[cH:23]1.[c:40]1([P:41]([c:42]2[cH:43][cH:44][cH:45][cH:46][cH:47]2)[c:48]2[cH:49][cH:50][cH:51][cH:52][cH:53]2)[cH:54][cH:55][cH:56][cH:57][cH:58]1>>[O:13]([c:14]1[c:15]([O:33][CH3:34])[cH:16][c:17]2[c:18](=[O:32])[n:19]([CH2:24][O:25][C:26]([C:27]([CH3:28])([CH3:29])[CH3:30])=[O:31])[cH:20][n:21][c:22]2[cH:23]1)[CH2:38][CH2:37][CH2:36][Br:35].